From a dataset of the Open Reaction Database (ORD), a public repository of structured organic reaction records. describe an organic reaction: reactants, conditions, products, and yield Starting materials: O=C(Cl)c1ccccc1, COc1cc2nccc(Oc3ccc4cc(N)ccc4c3C)c2cc1OC, ClCCl, [K+], [K+], O=C([O-])[O-]. Yields the product COc1cc2nccc(Oc3ccc4cc(NC(=O)c5ccccc5)ccc4c3C)c2cc1OC. Reaction SMILES: [C:28]([c:29]1[cH:30][cH:31][cH:32][cH:33][cH:34]1)(=[O:35])[Cl:36].[CH3:1][O:2][c:3]1[cH:4][c:5]2[c:6]([O:15][c:16]3[c:17]([CH3:27])[c:18]4[cH:19][cH:20][c:21]([NH2:26])[cH:22][c:23]4[cH:24][cH:25]3)[cH:7][cH:8][n:9][c:10]2[cH:11][c:12]1[O:13][CH3:14].[Cl:43][CH2:44][Cl:45].[K+:37].[K+:38].[O-:39][C:40]([O-:41])=[O:42]>>[CH3:1][O:2][c:3]1[cH:4][c:5]2[c:6]([O:15][c:16]3[c:17]([CH3:27])[c:18]4[cH:19][cH:20][c:21]([NH:26][C:28]([c:29]5[cH:30][cH:31][cH:32][cH:33][cH:34]5)=[O:35])[cH:22][c:23]4[cH:24][cH:25]3)[cH:7][cH:8][n:9][c:10]2[cH:11][c:12]1[O:13][CH3:14]. The reactants are ice-waterbath, FC(S(=O)(=O)OS(=O)(=O)C(F)(F)F)(F)F (trifluoromethanesulfonic anhydride), C(CCCCC)O (1-hexanol), C(CCCCC)O (1-hexanol), C(CCCCC)O (1-hexanol). The solvent is C(Cl)(Cl)(Cl)Cl (carbon tetrachloride). Run at time 5 minute. The product is FC(S(=O)(=O)OCCCCCC)(F)F (hexyl trifluoromethanesulfonate). Yield: 47.5%. Reaction SMILES: [F:1][C:2]([F:15])([F:14])[S:3]([O:6]S(C(F)(F)F)(=O)=O)(=[O:5])=[O:4].[CH2:16](O)[CH2:17][CH2:18][CH2:19][CH2:20][CH3:21]>C(Cl)(Cl)(Cl)Cl>[F:1][C:2]([F:15])([F:14])[S:3]([O:6][CH2:16][CH2:17][CH2:18][CH2:19][CH2:20][CH3:21])(=[O:5])=[O:4]. Reported procedure: Under a dry nitrogen atmosphere, a solution of 18.1 g (177 mmol) 1-hexanol (dried over 3A sieves) and 14.1 g (178 mmol) pyridine (dried over 3A sieves) in 80 mL carbon tetrachloride (dried over 3A sieves) was added over 1.25 hr to a solution of 50 g (180 mmol) trifluoromethanesulfonic anhydride in 50 mL dry carbon tetrachloride, while cooling in an ice-waterbath. After an additional 5 min, the mixture was filtered, and the solids were washed with cold carbon tetrachloride. The filtrate was evapo... Reactants: BrC=1C=NC=C(C1)OCC1=CC(=C(C=C1)C1=C(C=CC(=C1)OC)F)C(C)(C)C (3-Bromo-5-(((2-(1,1-dimethylethyl)-2′-fluoro-5′-(methyloxy)-1,1′-biphenyl-4-yl)methyl)oxy)pyridine), [Br-].C(C)OC(CC[Zn+])=O (3-ethoxy-3-oxopropylzinc bromide). The reagents and catalysts are C=1C=CC(=CC1)/C=C/C(=O)/C=C/C2=CC=CC=C2.C=1C=CC(=CC1)/C=C/C(=O)/C=C/C2=CC=CC=C2.[Pd] (bis(dibenzylideneacetone)palladium(0)), CC(C)(C)P([C]1[CH][CH][CH][CH]1)C(C)(C)C.C1=CC=C(C=C1)[C]2[C]([C]([C]([C]2C3=CC=CC=C3)C4=CC=CC=C4)C5=CC=CC=C5)C6=CC=CC=C6.[Fe] (CTC-Q-Phos). Run in C1CCOC1 (THF). Conditions: temperature 80 celsius, time 5 minute. Yields the product CC(C)(C)C1=C(C=CC(=C1)COC=1C=C(C=NC1)CCC(=O)OCC)C1=C(C=CC(=C1)OC)F (Ethyl 3-(5-(((2-(1,1-dimethylethyl)-2′-fluoro-5′-(methyloxy)-1,1′-biphenyl-4-yl)methyl)oxy)-3-pyridinyl)propanoate). Yield: 61.0%. RXN SMILES: Br[C:2]1[CH:3]=[N:4][CH:5]=[C:6]([O:8][CH2:9][C:10]2[CH:15]=[CH:14][C:13]([C:16]3[CH:21]=[C:20]([O:22][CH3:23])[CH:19]=[CH:18][C:17]=3[F:24])=[C:12]([C:25]([CH3:28])([CH3:27])[CH3:26])[CH:11]=2)[CH:7]=1.[Br-].[CH2:30]([O:32][C:33](=[O:37])[CH2:34][CH2:35][Zn+])[CH3:31]>C1C=CC(/C=C/C(/C=C/C2C=CC=CC=2)=O)=CC=1.C1C=CC(/C=C/C(/C=C/C2C=CC=CC=2)=O)=CC=1.[Pd].CC(P(C(C)(C)C)[C]1[CH][CH][CH][CH]1)(C)C.C1C=CC([C]2[C](C3C=CC=CC=3)[C](C3C=CC=CC=3)[C](C3C=CC=CC=3)[C]2C2C=CC=CC=2)=CC=1.[Fe].C1COCC1>[CH3:26][C:25]([C:12]1[CH:11]=[C:10]([CH2:9][O:8][C:6]2[CH:7]=[C:2]([CH2:35][CH2:34][C:33]([O:32][CH2:30][CH3:31])=[O:37])[CH:3]=[N:4][CH:5]=2)[CH:15]=[CH:14][C:13]=1[C:16]1[CH:21]=[C:20]([O:22][CH3:23])[CH:19]=[CH:18][C:17]=1[F:24])([CH3:28])[CH3:27] |f:1.2,3.4.5,6.7.8,^1:81,82,83,84,85,92,93,100,107,114|. Procedure: To a sealed tube containing 96.A (0.2020 g, 0.455 mmol), bis(dibenzylideneacetone)palladium(0) (0.0141 g, 0.0245 mmol), and CTC-Q-Phos (0.0168 g, 0.0236 mmol) was added dry THF (3 mL). After 5 minutes, 3-ethoxy-3-oxopropylzinc bromide (2.0 mL, 1.00 mmol) (0.5 M solution in THF) was added. After 1 hour, the mixture was heated to 80° C. and monitored with TLC and LC-MS. After 16.5 hours, the reaction was cooled to room temperature, and the organic solvent was removed under reduced pressure. The re... Reactants: CN, ClC(Cl)Cl, O=C([O-])c1ccccc1C(=O)OCl, [Na+], O. The product is O=C(O)c1ccccc1C(=O)O. RXN SMILES: [CH3:19][NH2:20].[CH:15]([Cl:16])([Cl:17])[Cl:18].[Cl:1][O:2][C:3]([c:4]1[c:5]([C:6](=[O:7])[O-:8])[cH:9][cH:10][cH:11][cH:12]1)=[O:13].[Na+:14].[OH2:21]>>[O:2]=[C:3]([c:4]1[c:5]([C:6](=[O:7])[OH:8])[cH:9][cH:10][cH:11][cH:12]1)[OH:13]. Reactants: CCOP(=O)(CC#N)OCC, CCOCC, CC(CNS(=O)(=O)C(C)C)c1ccc(-c2ccc(C=O)cc2)cc1, [H-], [Na+], C1CCOC1, O. Product: CC(CNS(=O)(=O)C(C)C)c1ccc(-c2ccc(C=CC#N)cc2)cc1. As a reaction SMILES: [C:3](#[N:4])[CH2:5][P:6](=[O:7])([O:8][CH2:9][CH3:10])[O:11][CH2:12][CH3:13].[CH2:44]([O:45][CH2:46][CH3:47])[CH3:48].[CH3:14][CH:15]([CH3:16])[S:17](=[O:18])(=[O:19])[NH:20][CH2:21][CH:22]([CH3:23])[c:24]1[cH:25][cH:26][c:27](-[c:30]2[cH:31][cH:32][c:33]([CH:36]=[O:37])[cH:34][cH:35]2)[cH:28][cH:29]1.[H-:1].[Na+:2].[O:38]1[CH2:39][CH2:40][CH2:41][CH2:42]1.[OH2:43]>>[C:3](#[N:4])[CH:5]=[CH:36][c:33]1[cH:32][cH:31][c:30](-[c:27]2[cH:26][cH:25][c:24]([CH:22]([CH2:21][NH:20][S:17]([CH:15]([CH3:14])[CH3:16])(=[O:18])=[O:19])[CH3:23])[cH:29][cH:28]2)[cH:35][cH:34]1. Reactants: Cc1cc(cc(c1Oc2c(c(nc(n2)Nc3ccc(cc3)C#N)N)Br)C)C#N, C1CCNCC1. The reagents and catalysts are [O-]P(=O)([O-])[O-].[K+].[K+].[K+], [Cu]I, Cc1cccc(c1NC(=O)C(=O)O)C. Solvent: CS(=O)C, CS(=O)C. Reaction conditions: temperature 80 celsius, time 18 hour. Yields the product Cc1cc(cc(c1Oc2c(c(nc(n2)Nc3ccc(cc3)C#N)N)N4CCCCC4)C)C#N. Isolated yield 0.0%. Reactants: O=C1CCC(=O)N1Br, ClCCl, O=C(O)C(CC1CCCC1)c1ccc(S(=O)(=O)C(F)(F)F)cc1, Nc1ccccn1, c1ccc(P(c2ccccc2)c2ccccc2)cc1. Product: O=C(Nc1ccccn1)C(CC1CCCC1)c1ccc(S(=O)(=O)C(F)(F)F)cc1. Reaction SMILES: [Br:43][N:44]1[C:45](=[O:46])[CH2:47][CH2:48][C:49]1=[O:50].[CH2:58]([Cl:59])[Cl:60].[CH:1]1([CH2:6][CH:7]([C:8](=[O:9])[OH:10])[c:11]2[cH:12][cH:13][c:14]([S:17](=[O:18])(=[O:19])[C:20]([F:21])([F:22])[F:23])[cH:15][cH:16]2)[CH2:2][CH2:3][CH2:4][CH2:5]1.[NH2:51][c:52]1[n:53][cH:54][cH:55][cH:56][cH:57]1.[c:24]1([P:25]([c:26]2[cH:27][cH:28][cH:29][cH:30][cH:31]2)[c:32]2[cH:33][cH:34][cH:35][cH:36][cH:37]2)[cH:38][cH:39][cH:40][cH:41][cH:42]1>>[CH:1]1([CH2:6][CH:7]([C:8](=[O:10])[NH:51][c:52]2[n:53][cH:54][cH:55][cH:56][cH:57]2)[c:11]2[cH:12][cH:13][c:14]([S:17](=[O:18])(=[O:19])[C:20]([F:21])([F:22])[F:23])[cH:15][cH:16]2)[CH2:2][CH2:3][CH2:4][CH2:5]1.